This data is from the Open Reaction Database (ORD), a public repository of structured organic reaction records. The task is: describe an organic reaction: reactants, conditions, products, and yield Reactants: CCOCC, CCC(C)Oc1cccc(Cc2ncc(CC(=O)O)c3cc(OC)c(OC)cc23)c1, ClCCl, C=[N+]=[N-]. Product: CCC(C)Oc1cccc(Cc2ncc(CC(=O)OC)c3cc(OC)c(OC)cc23)c1. RXN SMILES: [CH3:37][CH2:38][O:39][CH2:40][CH3:41].[CH:1]([CH3:2])([CH2:3][CH3:4])[O:5][c:6]1[cH:7][c:8]([CH2:9][c:10]2[n:11][cH:12][c:13]([CH2:24][C:25](=[O:26])[OH:27])[c:14]3[cH:15][c:16]([O:22][CH3:23])[c:17]([O:20][CH3:21])[cH:18][c:19]23)[cH:28][cH:29][cH:30]1.[Cl:34][CH2:35][Cl:36].[N+:31](=[N-:32])=[CH2:33]>>[CH:1]([CH3:2])([CH2:3][CH3:4])[O:5][c:6]1[cH:7][c:8]([CH2:9][c:10]2[n:11][cH:12][c:13]([CH2:24][C:25]([O:26][CH3:33])=[O:27])[c:14]3[cH:15][c:16]([O:22][CH3:23])[c:17]([O:20][CH3:21])[cH:18][c:19]23)[cH:28][cH:29][cH:30]1. The reactants are C1(=CC=CC=C1)OC(NC1=C(C(=NS1)OCC1=C(C(=C(C=C1F)C)F)F)C(N)=O)=O ([4-carbamoyl-3-(2,3,6-trifluoro-4-methyl-benzyloxy)-isothiazol-5-yl]-carbamic acid phenyl ester), NCCCC(CN1CCCCC1)O (5-amino-1-piperidin-1-yl-pentan-2-ol). The product is OC(CCCNC(NC1=C(C(=NS1)OCC1=C(C(=C(C=C1F)C)F)F)C(=O)N)=O)CN1CCCCC1 (5-[3-(4-Hydroxy-5-piperidin-1-yl-pentyl)-ureido]-3-(2,3,6-trifluoro-4-methyl-benzyloxy)-isothiazole-4-carboxylic Acid Amide). As a reaction SMILES: C1(O[C:8](=[O:30])[NH:9][C:10]2[S:14][N:13]=[C:12]([O:15][CH2:16][C:17]3[C:22]([F:23])=[CH:21][C:20]([CH3:24])=[C:19]([F:25])[C:18]=3[F:26])[C:11]=2[C:27](=[O:29])[NH2:28])C=CC=CC=1.[NH2:31][CH2:32][CH2:33][CH2:34][CH:35]([OH:43])[CH2:36][N:37]1[CH2:42][CH2:41][CH2:40][CH2:39][CH2:38]1>>[OH:43][CH:35]([CH2:36][N:37]1[CH2:38][CH2:39][CH2:40][CH2:41][CH2:42]1)[CH2:34][CH2:33][CH2:32][NH:31][C:8](=[O:30])[NH:9][C:10]1[S:14][N:13]=[C:12]([O:15][CH2:16][C:17]2[C:22]([F:23])=[CH:21][C:20]([CH3:24])=[C:19]([F:25])[C:18]=2[F:26])[C:11]=1[C:27]([NH2:28])=[O:29]. Procedure details: The title compound was prepared from [4-carbamoyl-3-(2,3,6-trifluoro-4-methyl-benzyloxy)-isothiazol-5-yl]-carbamic acid phenyl ester and 5-amino-1-piperidin-1-yl-pentan-2-ol by the procedure analogous to Example 1. MS (APCl, m/z): 530 [M+H]+. Starting materials: CC(c1ccc(Br)cc1)N1CCC(CCCO)(c2ccc(F)cc2)OC1=O, ClCCl, O=[Cr](=O)([O-])O[Cr](=O)(=O)[O-], c1cc[nH+]cc1, c1cc[nH+]cc1. The product is CC(c1ccc(Br)cc1)N1CCC(CCC=O)(c2ccc(F)cc2)OC1=O. As a reaction SMILES: [Br:1][c:2]1[cH:3][cH:4][c:5]([CH:8]([CH3:9])[N:10]2[C:11](=[O:27])[O:12][C:13]([CH2:16][CH2:17][CH2:18][OH:19])([c:20]3[cH:21][cH:22][c:23]([F:26])[cH:24][cH:25]3)[CH2:14][CH2:15]2)[cH:6][cH:7]1.[CH2:49]([Cl:50])[Cl:51].[Cr:28]([O:29][Cr:30]([O-:31])(=[O:32])=[O:33])([O-:34])(=[O:35])=[O:36].[nH+:37]1[cH:38][cH:39][cH:40][cH:41][cH:42]1.[nH+:43]1[cH:44][cH:45][cH:46][cH:47][cH:48]1>>[Br:1][c:2]1[cH:3][cH:4][c:5]([CH:8]([CH3:9])[N:10]2[C:11](=[O:27])[O:12][C:13]([CH2:16][CH2:17][CH:18]=[O:19])([c:20]3[cH:21][cH:22][c:23]([F:26])[cH:24][cH:25]3)[CH2:14][CH2:15]2)[cH:6][cH:7]1.